This data is from the Open Reaction Database (ORD), a public repository of structured organic reaction records. The task is: describe an organic reaction: reactants, conditions, products, and yield Reactants: O=C([O-])[O-], CC(C)(C)O, CCCC[N+](CCCC)(CCCC)Cc1ccccc1, Cc1ccccc1, [Cl-], [Cs+], [Cs+], CC1(C)C(=O)NC(=O)N1CCNc1nccc(-c2ccc(I)s2)n1, [Na+], O=C(C=Cc1ccccc1)C=Cc1ccccc1, O=C(C=Cc1ccccc1)C=Cc1ccccc1, O=C(C=Cc1ccccc1)C=Cc1ccccc1, [Pd], [Pd], O=S([O-])c1ccccc1. The product is CC1(C)C(=O)N(Cc2ccccc2)C(=O)N1CCNc1nccc(-c2ccc(I)s2)n1. Reaction SMILES: [C:35](=[O:36])([O-:37])[O-:38].[C:62]([OH:63])([CH3:64])([CH3:65])[CH3:66].[CH2:42]([N+:43]([CH2:44][CH2:45][CH2:46][CH3:47])([CH2:48][CH2:49][CH2:50][CH3:51])[CH2:52][CH2:53][CH2:54][CH3:55])[c:56]1[cH:57][cH:58][cH:59][cH:60][cH:61]1.[CH3:67][c:68]1[cH:69][cH:70][cH:71][cH:72][cH:73]1.[Cl-:41].[Cs+:39].[Cs+:40].[I:1][c:2]1[cH:3][cH:4][c:5](-[c:7]2[n:8][c:9]([NH:13][CH2:14][CH2:15][N:16]3[C:17](=[O:24])[NH:18][C:19](=[O:23])[C:20]3([CH3:21])[CH3:22])[n:10][cH:11][cH:12]2)[s:6]1.[Na+:34].[O:112]=[C:113]([CH:114]=[CH:115][c:116]1[cH:117][cH:118][cH:119][cH:120][cH:121]1)[CH:122]=[CH:123][c:124]1[cH:125][cH:126][cH:127][cH:128][cH:129]1.[O:76]=[C:77]([CH:78]=[CH:79][c:80]1[cH:81][cH:82][cH:83][cH:84][cH:85]1)[CH:86]=[CH:87][c:88]1[cH:89][cH:90][cH:91][cH:92][cH:93]1.[O:94]=[C:95]([CH:96]=[CH:97][c:98]1[cH:99][cH:100][cH:101][cH:102][cH:103]1)[CH:104]=[CH:105][c:106]1[cH:107][cH:108][cH:109][cH:110][cH:111]1.[Pd:74].[Pd:75].[c:25]1([S:31]([O-:32])=[O:33])[cH:26][cH:27][cH:28][cH:29][cH:30]1>>[I:1][c:2]1[cH:3][cH:4][c:5](-[c:7]2[n:8][c:9]([NH:13][CH2:14][CH2:15][N:16]3[C:17](=[O:24])[N:18]([CH2:35][c:25]4[cH:26][cH:27][cH:28][cH:29][cH:30]4)[C:19](=[O:23])[C:20]3([CH3:21])[CH3:22])[n:10][cH:11][cH:12]2)[s:6]1. Starting materials: CCOC(=O)CC, C1CCOC1, [Li]CCCC, Cc1csc(C)n1. The product is CCC(=O)Cc1nc(C)cs1. RXN SMILES: [C:13]([CH2:14][CH3:15])(=[O:16])[O:17][CH2:18][CH3:19].[CH2:20]1[O:21][CH2:22][CH2:23][CH2:24]1.[CH2:8]([Li:9])[CH2:10][CH2:11][CH3:12].[CH3:1][c:2]1[s:3][cH:4][c:5]([CH3:7])[n:6]1>>[CH2:1]([c:2]1[s:3][cH:4][c:5]([CH3:7])[n:6]1)[C:13]([CH2:14][CH3:15])=[O:16]. Reactants: CC(C)(C)OC(=O)Nc1ccc2cc(S(C)(=O)=O)ccc2c1Br, [Cl-], ClC=CCCl, [H-], [Na+], [Na+], CN(C)C=O. Product: CC(C)(C)OC(=O)N(CC=CCl)c1ccc2cc(S(C)(=O)=O)ccc2c1Br. RXN SMILES: [Br:1][c:2]1[c:3]([NH:16][C:17]([O:18][C:19]([CH3:20])([CH3:21])[CH3:22])=[O:23])[cH:4][cH:5][c:6]2[cH:7][c:8]([S:12](=[O:13])(=[O:14])[CH3:15])[cH:9][cH:10][c:11]12.[Cl-:36].[Cl:26][CH:27]=[CH:28][CH2:29][Cl:30].[H-:25].[Na+:24].[Na+:37].[O:31]=[CH:32][N:33]([CH3:34])[CH3:35]>>[Br:1][c:2]1[c:3]([N:16]([C:17]([O:18][C:19]([CH3:20])([CH3:21])[CH3:22])=[O:23])[CH2:29][CH:28]=[CH:27][Cl:26])[cH:4][cH:5][c:6]2[cH:7][c:8]([S:12](=[O:13])(=[O:14])[CH3:15])[cH:9][cH:10][c:11]12.